This data is from the Open Reaction Database (ORD), a public repository of structured organic reaction records. The task is: describe an organic reaction: reactants, conditions, products, and yield Reactants: [H-].[Na+] (sodium hydride), COC1=CC=C(C=C1)S (4-methoxybenzenethiol), BrCC(=O)OCC (Ethyl bromoacetate). Solvent: C1CCOC1 (THF). Run at time 10 minute. Product: C(C)OC(CSC1=CC=C(C=C1)OC)=O ((4-methoxy-phenylsulfanyl)-acetic acid ethyl ester). Isolated yield 97.8%. RXN SMILES: [H-].[Na+].[CH3:3][O:4][C:5]1[CH:10]=[CH:9][C:8]([SH:11])=[CH:7][CH:6]=1.Br[CH2:13][C:14]([O:16][CH2:17][CH3:18])=[O:15]>C1COCC1>[CH2:17]([O:16][C:14](=[O:15])[CH2:13][S:11][C:8]1[CH:9]=[CH:10][C:5]([O:4][CH3:3])=[CH:6][CH:7]=1)[CH3:18] |f:0.1|. Procedure details: To a suspension of sodium hydride (60% in oil, 1.71 g, 42.8 mmol) in THF (40 mL), 4-methoxybenzenethiol (5.0 g, 35.7 mmol) was added dropwise at room temperature over a period of 10 min. The mixture was stirred at room temperature under N2 for 10 min and then cooled to 0° C. Ethyl bromoacetate (4.0 mL, 36 mmol) was added dropwise at 0° C. over a period of 10 min. The reaction mixture was stirred at room temperature for 30 min and then quenched with saturated ammonium chloride. The organic layer ... Reactants: COC=1C=C(C=CC1)CC#N ((3-methoxyphenyl)acetonitrile), [H-].[Na+] (sodium hydride), Cl (HCl), [I-].[Na+] (Sodium iodide), BrCCCBr (1,3-dibromopropane). Reagents/catalysts: C1COCCOCCOCCOCCO1 (15-crown-5). The solvent is CS(=O)C (DMSO). Run at time 30 minute. Product: C(#N)C1(CCC1)C1=CC(=CC=C1)OC (1-Cyano-1-(3-methoxyphenyl)cyclobutane). The yield is 56.1%. RXN SMILES: [CH3:1][O:2][C:3]1[CH:4]=[C:5]([CH2:9][C:10]#[N:11])[CH:6]=[CH:7][CH:8]=1.[H-].[Na+].[I-].[Na+].Br[CH2:17][CH2:18][CH2:19]Br.Cl>CS(C)=O.C1OCCOCCOCCOCCOC1>[C:10]([C:9]1([C:5]2[CH:6]=[CH:7][CH:8]=[C:3]([O:2][CH3:1])[CH:4]=2)[CH2:19][CH2:18][CH2:17]1)#[N:11] |f:1.2,3.4|. Reported procedure: To a solution of (3-methoxyphenyl)acetonitrile (3.0 g, 20.0 mmol) in DMSO (120 ml) was added 3 drops of 15-crown-5 and sodium hydride (60% w/w dispersion in mineral oil, 1.6 g) at room temperature and the reaction mixture was stirred for 30 min. Sodium iodide (3.6 g 24 mmol) and 1,3-dibromopropane (8.0 g 40 mmol) were added and the mixture stirred overnight. 2N HCl (50 ml) was added and the mixture extracted with ether (100 ml×2). The combined extracts were washed with water (100 ml×2) and brine... The reactants are O=C([O-])[O-], CCO, Cc1ccccc1, Cc1nc(Cl)c2nc(-c3ccccc3)cc-2[nH]1, [Na+], [Na+], O, c1ccc(P(c2ccccc2)c2ccccc2)cc1, OB(O)c1cccs1. Yields the product Cc1nc(-c2cccs2)c2nc(-c3ccccc3)cc-2[nH]1. Reaction SMILES: [C:45](=[O:46])([O-:47])[O-:48].[CH3:52][CH2:53][OH:54].[CH3:55][c:56]1[cH:57][cH:58][cH:59][cH:60][cH:61]1.[Cl:1][c:2]1[c:3]2[n:11][c:10](-[c:12]3[cH:13][cH:14][cH:15][cH:16][cH:17]3)[cH:9][c:4]-2[nH:5][c:6]([CH3:8])[n:7]1.[Na+:49].[Na+:50].[OH2:51].[c:26]1([P:27]([c:28]2[cH:29][cH:30][cH:31][cH:32][cH:33]2)[c:34]2[cH:35][cH:36][cH:37][cH:38][cH:39]2)[cH:40][cH:41][cH:42][cH:43][cH:44]1.[s:18]1[c:19]([B:23]([OH:24])[OH:25])[cH:20][cH:21][cH:22]1>>[c:2]1(-[c:19]2[s:18][cH:22][cH:21][cH:20]2)[c:3]2[n:11][c:10](-[c:12]3[cH:13][cH:14][cH:15][cH:16][cH:17]3)[cH:9][c:4]-2[nH:5][c:6]([CH3:8])[n:7]1. Starting materials: CN1CCN(CC1)CCO (2-(4-methyl-piperazin-1-yl)-ethanol), 44A, C(C)(C)(C)ON=C1C=C(OC2=CC(=CC=C12)C#CC1=CC(=CC=C1)O)C=1N=CC2=CC=CC=C2C1 (7-(3-hydroxyphenyl)ethynyl-2-isoquinolin-3-yl-chromen-4-one O-tert-butyl oxime). The product is C1=NC(=CC2=CC=CC=C12)C=1OC2=CC(=CC=C2C(C1)=NO)C#CC1=CC(=CC=C1)OCCN1CCN(CC1)C (2-Isoquinolin-3-yl-7-{3-[2-(4-methyl-piperazin-1-yl)-ethoxy]-phenylethynyl}-chromen-4-one oxime), oxime. RXN SMILES: C([O:5][N:6]=[C:7]1[C:16]2[C:11](=[CH:12][C:13]([C:17]#[C:18][C:19]3[CH:24]=[CH:23][CH:22]=[C:21]([OH:25])[CH:20]=3)=[CH:14][CH:15]=2)[O:10][C:9]([C:26]2[N:27]=[CH:28][C:29]3[C:34]([CH:35]=2)=[CH:33][CH:32]=[CH:31][CH:30]=3)=[CH:8]1)(C)(C)C.[CH3:36][N:37]1[CH2:42][CH2:41][N:40]([CH2:43][CH2:44]O)[CH2:39][CH2:38]1>>[CH:28]1[C:29]2[C:34](=[CH:33][CH:32]=[CH:31][CH:30]=2)[CH:35]=[C:26]([C:9]2[O:10][C:11]3[C:16]([C:7](=[N:6][OH:5])[CH:8]=2)=[CH:15][CH:14]=[C:13]([C:17]#[C:18][C:19]2[CH:24]=[CH:23][CH:22]=[C:21]([O:25][CH2:44][CH2:43][N:40]4[CH2:41][CH2:42][N:37]([CH3:36])[CH2:38][CH2:39]4)[CH:20]=2)[CH:12]=3)[N:27]=1. Procedure: 2-Isoquinolin-3-yl-7-{3-[2-(4-methyl-piperazin-1-yl)-ethoxy]-phenylethynyl}-chromen-4-one oxime was prepared in 9% overall yield using the method described in examples 44 and 44A, starting from 7-(3-hydroxyphenyl)ethynyl-2-isoquinolin-3-yl-chromen-4-one O-tert-butyl oxime (tert-butyl protected oxime of example 30) and 2-(4-methyl-piperazin-1-yl)-ethanol. The title compound was isolated as a yellow solid and as a 90/10 mixture of Z/E oxime isomers after Preparative HPLC purification (gradient 65-... The reactants are [Cl-].[NH4+] (ammonium chloride), C1(=CC=C(C=C1)S(=O)(=O)OC(C#N)C1=CC=C(C=C1)C(=O)C=1SC=CC1)C (O-(p-toluenesulfonyl)-p-(2-thienylcarbonyl)mandelonitrile), C1(=CC=C(C=C1)S)C (p-toluenethiol), C[O-].[Na+] (sodium methoxide). The solvent is CN(C)C=O (DMF), CO (methanol), CO (methanol). Conditions: temperature -15 celsius. The product is C1(=CC=C(C=C1)SC(C#N)C1=CC=C(C=C1)C(=O)C=1SC=CC1)C (alpha-[p-tolylthio)[p-(2-thienylcarbonyl)phenyl]acetonitrile). Isolated yield 55.4%. RXN SMILES: C1(C)C=CC(S(O[CH:11]([C:14]2[CH:19]=[CH:18][C:17]([C:20]([C:22]3[S:23][CH:24]=[CH:25][CH:26]=3)=[O:21])=[CH:16][CH:15]=2)[C:12]#[N:13])(=O)=O)=CC=1.C[O-].[Na+].[C:31]1([CH3:38])[CH:36]=[CH:35][C:34]([SH:37])=[CH:33][CH:32]=1.[Cl-].[NH4+]>CN(C=O)C.CO>[C:31]1([CH3:38])[CH:36]=[CH:35][C:34]([S:37][CH:11]([C:14]2[CH:15]=[CH:16][C:17]([C:20]([C:22]3[S:23][CH:24]=[CH:25][CH:26]=3)=[O:21])=[CH:18][CH:19]=2)[C:12]#[N:13])=[CH:33][CH:32]=1 |f:1.2,4.5|. Procedure: 795 mg of O-(p-toluenesulfonyl)-p-(2-thienylcarbonyl)mandelonitrile was dissolved in 3 ml of anhydrous DMF, and the solution was stirred at -15° C. in an argon atmosphere. A solution prepared by adding 0.80 ml of a 2.5 M methanol solution of sodium methoxide at room temperature to 2 ml of an anhydrous methanol solution containing 250 mg of p-toluenethiol was added dropwise over the course of 10 minutes. After the addition, the mixture was further stirred, and its temperature was gradually raised... The reactants are C(C)(C)(C)C1=CC(C=C(C1=O)C(C)(C)C)=CC#CC1=CC=C(C(=O)O)C=C1 (4-[3-(3,5-di-tert-butyl-4-oxo-2,5-cyclohexadien-1-ylidene)-1-propynyl]benzoic acid), mixture ( 50/50 ), C1CCOC1 (THF), CO (methanol), [BH4-].[Na+] (sodium borohydride). Solvent: O (water). Yields the product C(C)(C)(C)C=1C=C(C=C(C1O)C(C)(C)C)CC#CC1=CC=C(C(=O)O)C=C1 (4-[3-(3,5-Di-tert-butyl-4-hydroxyphenyl)-1-propynyl]benzoic acid). As a reaction SMILES: [C:1]([C:5]1[C:10](=[O:11])[C:9]([C:12]([CH3:15])([CH3:14])[CH3:13])=[CH:8][C:7](=[CH:16][C:17]#[C:18][C:19]2[CH:27]=[CH:26][C:22]([C:23]([OH:25])=[O:24])=[CH:21][CH:20]=2)[CH:6]=1)([CH3:4])([CH3:3])[CH3:2].C1COCC1.CO.[BH4-].[Na+]>O>[C:12]([C:9]1[CH:8]=[C:7]([CH2:16][C:17]#[C:18][C:19]2[CH:20]=[CH:21][C:22]([C:23]([OH:25])=[O:24])=[CH:26][CH:27]=2)[CH:6]=[C:5]([C:1]([CH3:3])([CH3:4])[CH3:2])[C:10]=1[OH:11])([CH3:13])([CH3:14])[CH3:15] |f:3.4|. Reported procedure: 756 mg (2 mmol) of 4-[3-(3,5-di-tert-butyl-4-oxo-2,5-cyclohexadien-1-ylidene)-1-propynyl]benzoic acid and 50 ml of a mixture (50/50) of THF and methanol are introduced into a three-necked flask. 152 mg (4 mmol) of sodium borohydride are added at 0° C. and the mixture is allowed to return to room temperature. The reaction medium is poured into water and extracted with ethyl ether, and the organic phase is separated out after settling has taken place, dried over magnesium sulphate and evaporated. ... The product is O=C(CN1CCOCC1)NC1(c2ccc(OCCCN3CCCCC3)cc2)CC1. Starting materials: ClCCCl, CCN(C(C)C)C(C)C, NC1(c2ccc(OCCCN3CCCCC3)cc2)CC1, O=C(O)CN1CCOCC1, CN(C)C=O, On1nnc2ccccc21. As a reaction SMILES: [CH2:40]([Cl:41])[CH2:42][Cl:43].[CH:31]([N:32]([CH:33]([CH3:34])[CH3:35])[CH2:36][CH3:37])([CH3:38])[CH3:39].[N:1]1([CH2:7][CH2:8][CH2:9][O:10][c:11]2[cH:12][cH:13][c:14]([C:17]3([NH2:20])[CH2:18][CH2:19]3)[cH:15][cH:16]2)[CH2:2][CH2:3][CH2:4][CH2:5][CH2:6]1.[O:21]1[CH2:22][CH2:23][N:24]([CH2:27][C:28](=[O:29])[OH:30])[CH2:25][CH2:26]1.[O:54]=[CH:55][N:56]([CH3:57])[CH3:58].[OH:44][n:45]1[c:46]2[c:47]([cH:48][cH:49][cH:50][cH:51]2)[n:52][n:53]1>>[N:1]1([CH2:7][CH2:8][CH2:9][O:10][c:11]2[cH:12][cH:13][c:14]([C:17]3([NH:20][C:28]([CH2:27][N:24]4[CH2:23][CH2:22][O:21][CH2:26][CH2:25]4)=[O:29])[CH2:18][CH2:19]3)[cH:15][cH:16]2)[CH2:2][CH2:3][CH2:4][CH2:5][CH2:6]1. Starting materials: [Br-].BrC=1C=C(C(C[N+]2=CC=CC3=CC=CC=C23)=O)C=CC1 (1-(3-bromo-phenacyl)-quinolinium bromide), [Cr](=O)(=O)([O-])O[Cr](=O)(=O)[O-] (dichromate), C([O-])(O)=O.[Na+] (sodium bicarbonate), C(C=C)#N (acrylonitrile). Run in CN(C=O)C (N,N-dimethylformamide). The product is BrC=1C=C(C(=O)C2=CC(=C3N2C2=CC=CC=C2C=C3)C#N)C=CC1 (1-(3-Bromo-benzoyl)-3-cyano-pyrrolo[1,2-a]quinoline). Reaction SMILES: [Br-].[Br:2][C:3]1[CH:4]=[C:5]([CH:19]=[CH:20][CH:21]=1)[C:6](=[O:18])[CH2:7][N+:8]1[C:17]2[C:12](=[CH:13][CH:14]=[CH:15][CH:16]=2)[CH:11]=[CH:10][CH:9]=1.[Cr](O[Cr]([O-])(=O)=O)([O-])(=O)=O.C(=O)(O)[O-].[Na+].[C:36](#[N:39])[CH:37]=[CH2:38]>CN(C)C=O>[Br:2][C:3]1[CH:4]=[C:5]([CH:19]=[CH:20][CH:21]=1)[C:6]([C:7]1[N:8]2[C:17]3[C:12]([CH:11]=[CH:10][C:9]2=[C:37]([C:36]#[N:39])[CH:38]=1)=[CH:13][CH:14]=[CH:15][CH:16]=3)=[O:18] |f:0.1,3.4|. Procedure: The title compound was prepared from 1-(3-bromo-phenacyl)-quinolinium bromide (150 mg, 0.368 mmol), tetrapyridinecobalt(II) dichromate (306 mg, 0.502 mmol), sodium bicarbonate (96.3 mg, 1.15 mmol), acrylonitrile (150 μL, 2.28 mmol), and N,N-dimethylformamide (4.0 mL), similar to Example 1b, and yielded 21.2 mg (15%) as a yellow solid. 1H NMR (CDCl3): 8.20 (t, J=1.79 Hz, 1H), 8.06 (d, J=8.51 Hz, 1H), 7.98 (dt, J=6.25, 1.38 Hz, 1H), 7.86 (dd, J=7.83, 1.51 Hz, 1H), 7.81 (ddd, J=6.52, 2.06, 0.96 Hz,... The reactants are CCI, CO, S=C1NC(c2ccccc2)C(c2ccccc2)N1. Yields the product CCSC1=NC(c2ccccc2)C(c2ccccc2)N1. Reaction SMILES: [CH2:19]([CH3:20])[I:21].[CH3:22][OH:23].[c:1]1([CH:7]2[NH:8][C:9](=[S:18])[NH:10][CH:11]2[c:12]2[cH:13][cH:14][cH:15][cH:16][cH:17]2)[cH:2][cH:3][cH:4][cH:5][cH:6]1>>[c:1]1([CH:7]2[NH:8][C:9]([S:18][CH2:19][CH3:20])=[N:10][CH:11]2[c:12]2[cH:13][cH:14][cH:15][cH:16][cH:17]2)[cH:2][cH:3][cH:4][cH:5][cH:6]1.